This data is from the Open Reaction Database (ORD), a public repository of structured organic reaction records. The task is: describe an organic reaction: reactants, conditions, products, and yield The solvent is CO (methanol). Reaction SMILES: [NH2:1][C:2]1[C:10]([N+:11]([O-:13])=[O:12])=[CH:9][C:8]([Br:14])=[CH:7][C:3]=1[C:4]([OH:6])=[O:5].[N+](=[CH2:17])=[N-]>CO>[CH3:17][O:5][C:4](=[O:6])[C:3]1[CH:7]=[C:8]([Br:14])[CH:9]=[C:10]([N+:11]([O-:13])=[O:12])[C:2]=1[NH2:1]. Procedure details: To a solution of 2-amino-5-bromo-3-nitro-benzoic acid (5 g, 19.15 mmol) in methanol (100 mL) was added a saturated ethereal solution of diazomethane gas (75 mL) until the starting material was consumed. The reaction mixture was concentrated to dryness and the residue obtained was purified by column chromatography using 5% ethyl acetate in hexane as an eluent to obtain the title compound as yellow solid which was directly used for the next step (5 g, 94.3%). Starting materials: NC1=C(C(=O)O)C=C(C=C1[N+](=O)[O-])Br (2-amino-5-bromo-3-nitro-benzoic acid), [N+](=[N-])=C (diazomethane). Product: COC(C1=C(C(=CC(=C1)Br)[N+](=O)[O-])N)=O (2-Amino-5-bromo-3-nitro-benzoic acid methyl ester).